Dataset: the Open Reaction Database (ORD), a public repository of structured organic reaction records. Task: describe an organic reaction: reactants, conditions, products, and yield Reactants: COCC1(Nc2ccccc2)CCN(CCc2ccccc2)CC1, Cc1ccccc1, O=C(Cl)C1CC1. Yields the product COCC1(N(C(=O)C2CC2)c2ccccc2)CCN(CCc2ccccc2)CC1, Cl. RXN SMILES: [CH3:1][O:2][CH2:3][C:4]1([NH:18][c:19]2[cH:20][cH:21][cH:22][cH:23][cH:24]2)[CH2:5][CH2:6][N:7]([CH2:10][CH2:11][c:12]2[cH:13][cH:14][cH:15][cH:16][cH:17]2)[CH2:8][CH2:9]1.[CH3:31][c:32]1[cH:33][cH:34][cH:35][cH:36][cH:37]1.[CH:25]1([C:28](=[O:29])[Cl:30])[CH2:26][CH2:27]1>>[CH3:1][O:2][CH2:3][C:4]1([N:18]([c:19]2[cH:20][cH:21][cH:22][cH:23][cH:24]2)[C:28]([CH:25]2[CH2:26][CH2:27]2)=[O:29])[CH2:5][CH2:6][N:7]([CH2:10][CH2:11][c:12]2[cH:13][cH:14][cH:15][cH:16][cH:17]2)[CH2:8][CH2:9]1.[ClH:30]. The reactants are CO, Clc1cccc(C2=CCNCC2)c1Cl, Cl, O=[Pt]. The product is Clc1cccc(C2CCNCC2)c1Cl. As a reaction SMILES: [CH3:16][OH:17].[Cl:1][c:2]1[c:3]([C:9]2=[CH:14][CH2:13][NH:12][CH2:11][CH2:10]2)[cH:4][cH:5][cH:6][c:7]1[Cl:8].[ClH:15].[Pt:18]=[O:19]>>[Cl:1][c:2]1[c:3]([CH:9]2[CH2:10][CH2:11][NH:12][CH2:13][CH2:14]2)[cH:4][cH:5][cH:6][c:7]1[Cl:8]. Reactants: C=CC1=CC=CC=C1 (styrene), C(=C)C1=C(C=CC=C1)C=C (divinyl benzene), succinic acid ester, ClC(C)Cl (dichloroethane). Yields the product C=CC1=CC=CC=C1 (styrene), C(=C)C1=C(C=CC=C1)C=C (divinyl benzene), CCCCCCCCCC(C)C (isododecane). RXN SMILES: [CH2:1]=[CH:2][C:3]1[CH:8]=[CH:7][CH:6]=[CH:5][CH:4]=1.[CH:9]([C:11]1[CH:16]=[CH:15][CH:14]=[CH:13][C:12]=1[CH:17]=[CH2:18])=[CH2:10].Cl[CH:20](Cl)[CH3:21]>>[CH2:1]=[CH:2][C:3]1[CH:8]=[CH:7][CH:6]=[CH:5][CH:4]=1.[CH:9]([C:11]1[CH:16]=[CH:15][CH:14]=[CH:13][C:12]=1[CH:17]=[CH2:18])=[CH2:10].[CH3:10][CH2:9][CH2:11][CH2:16][CH2:15][CH2:14][CH2:13][CH2:12][CH2:17][CH:20]([CH3:21])[CH3:1]. Reported procedure: 436 g of the succinic acid ester prepared in this manner are dissolved in 1200 g of dichloroethane. 160 g of a macroporous styrene bead polymer crosslinked with 8 % of divinyl benzene (obtained by bead polymerisation of styrene and divinyl benzene in the presence of 60 % by weight of isododecane based on the sum total of monomers) are swollen in this solution over a period of 30 minutes at 60° C, 100 g of concentrated sulphuric acid are then added dropwise with stirring over a period of 3 hours....